The task is: describe an organic reaction: reactants, conditions, products, and yield. This data is from the Open Reaction Database (ORD), a public repository of structured organic reaction records. Reactants: ClC1=CC=C(C=C1)C1=NC=2N(C(=C1)C(F)(F)F)N=CC2C#C (5-(4-chloro-phenyl)-3-ethynyl-7-trifluoromethyl pyrazolo[1,5-a]pyrimidine), BrC=1C(=CC(=C(C1)S(=O)(=O)N)F)F (5-bromo-2,4-difluoro-benzenesulfonamide). The product is ClC1=CC=C(C=C1)C1=NC=2N(C(=C1)C(F)(F)F)N=CC2C#CC=2C(=CC(=C(C2)S(=O)(=O)N)F)F (5-[5-(4-Chloro-phenyl)-7-trifluoromethyl-pyrazolo[1,5-a]pyrimidin-3-ylethynyl]-2,4-difluoro-benzenesulfonamide), solid. The yield is 57.0%. RXN SMILES: [Cl:1][C:2]1[CH:7]=[CH:6][C:5]([C:8]2[CH:13]=[C:12]([C:14]([F:17])([F:16])[F:15])[N:11]3[N:18]=[CH:19][C:20]([C:21]#[CH:22])=[C:10]3[N:9]=2)=[CH:4][CH:3]=1.Br[C:24]1[C:25]([F:35])=[CH:26][C:27]([F:34])=[C:28]([S:30]([NH2:33])(=[O:32])=[O:31])[CH:29]=1>>[Cl:1][C:2]1[CH:7]=[CH:6][C:5]([C:8]2[CH:13]=[C:12]([C:14]([F:15])([F:17])[F:16])[N:11]3[N:18]=[CH:19][C:20]([C:21]#[C:22][C:24]4[C:25]([F:35])=[CH:26][C:27]([F:34])=[C:28]([S:30]([NH2:33])(=[O:31])=[O:32])[CH:29]=4)=[C:10]3[N:9]=2)=[CH:4][CH:3]=1. Procedure details: The title compound was prepared from 5-(4-chloro-phenyl)-3-ethynyl-7-trifluoromethyl pyrazolo[1,5-a]pyrimidine (example C.4) (161 mg, 0.5 mmol) and 5-bromo-2,4-difluoro-benzenesulfonamide (136 mg, 0.5 mmol) according to general procedure II. Obtained as a yellow solid (146 mg, 57%). MS (ISP) 513.3 [(M+H)+]; mp 292-293° C. Starting materials: ClC=1C=CC(=C(C(=O)O)C1)[N+](=O)[O-] (5-chloro-2-nitrobenzic acid), C1(CC1)C(C)N (1-cyclopropylethylamine), acid chloride, S(=O)(Cl)Cl (thionyl chloride), CN(C=O)C (dimethylformamide), acid chloride. Solvent: O1CCCC1 (tetrahydrofuran), C1(=CC=CC=C1)C (toluene), C(C)N(CC)CC (triethylamine), O (water), C1(=CC=CC=C1)C (toluene). Run at time 15 hour. The product is ClC=1C=CC(=C(C(=O)NC(C)C2CC2)C1)[N+](=O)[O-] (5-chloro-N-(1-cyclopropylethyl)-2-nitrobenzamide). Yield: 75.0%. RXN SMILES: [Cl:1][C:2]1[CH:3]=[CH:4][C:5]([N+:11]([O-:13])=[O:12])=[C:6]([CH:10]=1)[C:7]([OH:9])=O.S(Cl)(Cl)=O.CN(C)C=O.[CH:23]1([CH:26]([NH2:28])[CH3:27])[CH2:25][CH2:24]1>C1(C)C=CC=CC=1.O.O1CCCC1.C(N(CC)CC)C>[Cl:1][C:2]1[CH:3]=[CH:4][C:5]([N+:11]([O-:13])=[O:12])=[C:6]([CH:10]=1)[C:7]([NH:28][CH:26]([CH:23]1[CH2:25][CH2:24]1)[CH3:27])=[O:9]. Procedure: A mixed liquid comprising 25 g of 5-chloro-2-nitrobenzic acid, 25 ml of toluene, 22.2 g of thionyl chloride and 0.1 ml of dimethylformamide was refluxed with heating for 1 hour to prepare acid chloride. 18.0 g of triethylamine was added to a mixed solution comprising 13.75 g of 1-cyclopropylethylamine and 375 ml of tetrahydrofuran and cooled with ice. The above prepared acid chloride was dissolved in 30 ml of toluene and dropwise added under cooling with ice. After completion of dropwise additio... Reactants: CC(C)(C)[Si](C)(C)OC(Cc1ccccc1)C(=O)O, CCN=C=NCCCN(C)C, O=C(O)c1cc2c(Cl)cncc2s1, Cl, CN(C)C=O, On1nnc2ccccc21, Nc1nnc(-c2ccc3cnccc3c2)s1, O=C(O)c1ccc2cnccc2c1. The product is CC(C)(C)[Si](C)(C)OC(Cc1ccccc1)C(=O)Nc1nnc(-c2ccc3cnccc3c2)s1. RXN SMILES: [C:1]([CH3:2])([CH3:3])([CH3:4])[Si:5]([O:6][CH:7]([C:8](=[O:9])[OH:10])[CH2:11][c:12]1[cH:13][cH:14][cH:15][cH:16][cH:17]1)([CH3:18])[CH3:19].[CH2:21]([N:22]=[C:23]=[N:24][CH2:25][CH2:26][CH2:27][N:28]([CH3:29])[CH3:30])[CH3:31].[Cl:71][c:72]1[cH:73][n:74][cH:75][c:76]2[s:77][c:78]([C:79]([OH:80])=[O:81])[cH:82][c:83]12.[ClH:20].[O:84]=[CH:85][N:86]([CH3:87])[CH3:88].[OH:32][n:33]1[c:34]2[c:35]([cH:36][cH:37][cH:38][cH:39]2)[n:40][n:41]1.[cH:42]1[n:43][cH:44][cH:45][c:46]2[cH:47][c:48](-[c:52]3[n:53][n:54][c:55]([NH2:57])[s:56]3)[cH:49][cH:50][c:51]12.[cH:58]1[c:59]2[c:60]([cH:61][c:62]([C:63]([OH:64])=[O:65])[cH:66][cH:67]2)[cH:68][cH:69][n:70]1>>[C:1]([CH3:2])([CH3:3])([CH3:4])[Si:5]([O:6][CH:7]([C:8](=[O:10])[NH:57][c:55]1[n:54][n:53][c:52](-[c:48]2[cH:47][c:46]3[cH:45][cH:44][n:43][cH:42][c:51]3[cH:50][cH:49]2)[s:56]1)[CH2:11][c:12]1[cH:13][cH:14][cH:15][cH:16][cH:17]1)([CH3:18])[CH3:19]. As a reaction SMILES: [CH3:1][O:2][C:3]1[CH:31]=[CH:30][C:6]2[C:7](=[O:29])/[C:8](=[CH:10]/[C:11]3[C:19]4[C:14](=[CH:15][CH:16]=[C:17]([O:20][CH2:21][CH2:22][N:23]5[CH2:28][CH2:27][O:26][CH2:25][CH2:24]5)[CH:18]=4)[NH:13][N:12]=3)/[O:9][C:5]=2[C:4]=1[CH2:32][N:33]1[CH2:38][CH2:37][N:36](C(OC(C)(C)C)=O)[CH2:35][CH2:34]1.Cl>C(Cl)Cl.O1CCOCC1>[CH3:1][O:2][C:3]1[CH:31]=[CH:30][C:6]2[C:7](=[O:29])/[C:8](=[CH:10]/[C:11]3[C:19]4[C:14](=[CH:15][CH:16]=[C:17]([O:20][CH2:21][CH2:22][N:23]5[CH2:24][CH2:25][O:26][CH2:27][CH2:28]5)[CH:18]=4)[NH:13][N:12]=3)/[O:9][C:5]=2[C:4]=1[CH2:32][N:33]1[CH2:34][CH2:35][NH:36][CH2:37][CH2:38]1. Procedure: A solution of tert-butyl (Z)-4-[(6-methoxy-2-{[5-(2-morpholinoethoxy)-1H-indazol-3-yl]methylene}-3-oxo-2,3-dihydrobenzofuran-7-yl)methyl]piperazine-1-carboxylate (0.0273 g, 0.0441 mmol) in methylene chloride (2 mL) was added with a 4 M solution of hydrogen chloride in 1,4-dioxane (1 mL), and the mixture was stirred at room temperature for 12 hours. The reaction mixture was concentrated, the resulting residue was added with saturated aqueous sodium hydrogencarbonate, and the mixture was extracted... Solvent: C(Cl)Cl (methylene chloride), O1CCOCC1 (1,4-dioxane). Yield: 56.7%. Starting materials: COC1=C(C2=C(C(/C(/O2)=C/C2=NNC3=CC=C(C=C23)OCCN2CCOCC2)=O)C=C1)CN1CCN(CC1)C(=O)OC(C)(C)C (tert-butyl (Z)-4-[(6-methoxy-2-{[5-(2-morpholinoethoxy)-1H-indazol-3-yl]methylene}-3-oxo-2,3-dihydrobenzofuran-7-yl)methyl]piperazine-1-carboxylate), solution, Cl (hydrogen chloride). Product: COC1=C(C2=C(C(/C(/O2)=C/C2=NNC3=CC=C(C=C23)OCCN2CCOCC2)=O)C=C1)CN1CCNCC1 ((Z)-6-methoxy-2-{[5-(2-morpholinoethoxy)-1H-indazol-3-yl]methylene}-7-(piperazin-1-ylmethyl)benzofuran-3(2H)-one). Run at time 12 hour.